Dataset: the Open Reaction Database (ORD), a public repository of structured organic reaction records. Task: describe an organic reaction: reactants, conditions, products, and yield The reactants are [Al+3], C1CCOC1, CC(C)=CCCC(C)CCOS(C)(=O)=O, [H-], [H-], [H-], [H-], [Li+]. Product: CCC(C)CCC=C(C)C. As a reaction SMILES: [Al+3:17].[CH2:22]1[O:23][CH2:24][CH2:25][CH2:26]1.[CH3:1][CH:2]([CH2:3][CH2:4][O:5][S:6]([CH3:7])(=[O:8])=[O:9])[CH2:10][CH2:11][CH:12]=[C:13]([CH3:14])[CH3:15].[H-:16].[H-:19].[H-:20].[H-:21].[Li+:18]>>[CH3:1][CH:2]([CH2:3][CH3:4])[CH2:10][CH2:11][CH:12]=[C:13]([CH3:14])[CH3:15]. Starting materials: COC(C1=CC=C(C=C1)C#N)=O (4-cyano-benzoic acid methyl ester), NN.O (H2NNH2.H2O). Solvent: CO (MeOH). Reaction conditions: time 16 hour. Product: C(#N)C1=CC=C(C(=O)NN)C=C1 (4-cyano-benzoic acid hydrazide). Reaction SMILES: C[O:2][C:3](=O)[C:4]1[CH:9]=[CH:8][C:7]([C:10]#[N:11])=[CH:6][CH:5]=1.[NH2:13][NH2:14].O>CO>[C:10]([C:7]1[CH:8]=[CH:9][C:4]([C:3]([NH:13][NH2:14])=[O:2])=[CH:5][CH:6]=1)#[N:11] |f:1.2|. Reported procedure: To a solution of 4-cyano-benzoic acid methyl ester (1.0 g, 13 mmol) in 30 mL of MeOH was added 3 mL of H2NNH2.H2O. The mixture was stirred at ambient temperature for 16 h. The solid was collected and washed with CH3OH to give 4-cyano-benzoic acid hydrazide 9 as a solid. Yield: 0.8 g, 80%.